The task is: describe an organic reaction: reactants, conditions, products, and yield. This data is from the Open Reaction Database (ORD), a public repository of structured organic reaction records. Starting materials: S=C(c1ncc[nH]1)c1ncc[nH]1, C1CCOC1, Nc1cscc1Cl. RXN SMILES: [C:1](=[S:2])([c:3]1[nH:4][cH:5][cH:6][n:7]1)[c:8]1[nH:9][cH:10][cH:11][n:12]1.[CH2:20]1[O:21][CH2:22][CH2:23][CH2:24]1.[NH2:13][c:14]1[cH:15][s:16][cH:17][c:18]1[Cl:19]>>[C:1](=[S:2])=[N:13][c:14]1[cH:15][s:16][cH:17][c:18]1[Cl:19]. Yields the product S=C=Nc1cscc1Cl. Reactants: C(#N)[BH3-].[Na+] (sodium cyanoborohydride), COC=1C=CC=C2CCC(CC12)=O (8-methoxy-2-tetralone), NCCN(C([O-])=O)CC (N-(2-aminoethyl)ethylcarbamate), C(C)(=O)O (acetic acid). Conditions: time 15 hour. The product is C(C)OC(=O)NCCNC1CC2=C(C=CC=C2CC1)OC (2-(2-Ethoxycarbonylamino-ethyl)amino-8-methoxy-1,2,3,4-tetrahydronaphthalene). Isolated yield 46.2%. As a reaction SMILES: C([BH3-])#N.[Na+].[CH3:5][O:6][C:7]1[CH:8]=[CH:9][CH:10]=[C:11]2[C:16]=1[CH2:15][C:14](=O)[CH2:13][CH2:12]2.[NH2:18][CH2:19][CH2:20][N:21](CC)[C:22](=[O:24])[O-:23].[C:27](O)(=O)[CH3:28]>>[CH2:27]([O:23][C:22]([NH:21][CH2:20][CH2:19][NH:18][CH:14]1[CH2:13][CH2:12][C:11]2[C:16](=[C:7]([O:6][CH3:5])[CH:8]=[CH:9][CH:10]=2)[CH2:15]1)=[O:24])[CH3:28] |f:0.1|. Reported procedure: 10.0 g (159 mmol) of sodium cyanoborohydride were added to the solution of 7.00 g (40 mmol) of 8-methoxy-2-tetralone, 8.00 g (61 mmol) of N-(2-aminoethyl)ethylcarbamate and 9.60 g (160 mmol) of glacial acetic acid at 0° C. After 15 hours at room temperature, the mixture was concentrated, taken up in tert.-butyl methyl ether, and treated with water. The pH of the aqueous phase was adjusted to 10 using sodium hydroxide solution. The mixture was stirred vigorously for 30 minutes. The organic phase ...